From a dataset of the Open Reaction Database (ORD), a public repository of structured organic reaction records. describe an organic reaction: reactants, conditions, products, and yield The reactants are CCC(CC)C(c1ccc(NC(C)=O)cc1)n1ccnc1, Cl, [Na+], [OH-]. Yields the product CCC(CC)C(c1ccc(N)cc1)n1ccnc1. As a reaction SMILES: [CH2:1]([CH3:2])[CH:3]([CH:4]([n:5]1[cH:6][n:7][cH:8][cH:9]1)[c:10]1[cH:11][cH:12][c:13]([NH:16][C:17](=[O:18])[CH3:19])[cH:14][cH:15]1)[CH2:20][CH3:21].[ClH:24].[Na+:23].[OH-:22]>>[CH2:1]([CH3:2])[CH:3]([CH:4]([n:5]1[cH:6][n:7][cH:8][cH:9]1)[c:10]1[cH:11][cH:12][c:13]([NH2:16])[cH:14][cH:15]1)[CH2:20][CH3:21]. Starting materials: ClCCCCBr, Cc1ncccc1-c1cc[nH]c(=O)n1, [H-], [Na+], CN(C)C=O, O. Yields the product Cc1ncccc1-c1ccn(CCCCCl)c(=O)n1. As a reaction SMILES: [Br:17][CH2:18][CH2:19][CH2:20][CH2:21][Cl:22].[CH3:1][c:2]1[n:3][cH:4][cH:5][cH:6][c:7]1-[c:8]1[n:9][c:10](=[O:14])[nH:11][cH:12][cH:13]1.[H-:16].[Na+:15].[O:24]=[CH:25][N:26]([CH3:27])[CH3:28].[OH2:23]>>[CH3:1][c:2]1[n:3][cH:4][cH:5][cH:6][c:7]1-[c:8]1[n:9][c:10](=[O:14])[n:11]([CH2:18][CH2:19][CH2:20][CH2:21][Cl:22])[cH:12][cH:13]1. The reactants are CN(CCCCCCC(=O)OCC)CCNC(C(F)(F)F)=O (ethyl 7-[methyl-[2-[(2,2,2-trifluoroacetyl)amino]ethyl]amino]heptanoate), C([O-])([O-])=O.[K+].[K+] (potassium carbonate). The solvent is C(C)O (ethanol). Reaction conditions: time 20 hour. Product: NCCN(CCCCCCC(=O)OCC)C (Ethyl 7-[(2-aminoethyl)(methyl)amino]heptanoate). Yield: 86.9%. RXN SMILES: [CH3:1][N:2]([CH2:14][CH2:15][NH:16]C(=O)C(F)(F)F)[CH2:3][CH2:4][CH2:5][CH2:6][CH2:7][CH2:8][C:9]([O:11][CH2:12][CH3:13])=[O:10].C(=O)([O-])[O-].[K+].[K+]>C(O)C>[NH2:16][CH2:15][CH2:14][N:2]([CH3:1])[CH2:3][CH2:4][CH2:5][CH2:6][CH2:7][CH2:8][C:9]([O:11][CH2:12][CH3:13])=[O:10] |f:1.2.3|. Reported procedure: To a solution of ethyl 7-[methyl-[2-[(2,2,2-trifluoroacetyl)amino]ethyl]amino]heptanoate (4.89 g) in ethanol (80 ml) in an ice bath was added 10% aqueous potassium carbonate (30 ml) and stirring was continued for 20 hr. The reaction mixture was concentrated and the residue was dissolved in ethyl acetate. The insoluble material was removed by filtration and the filtrate was concentrated to obtain the titled compound (3 g) Starting materials: NC1=CC=C(C=C1)SC1=C/C(/NC2=CC=CC=C12)=C/1\C(=NNC1=O)CCC ((Z)-4-(4-(4-aminophenylthio)quinolin-2(1H)-ylidene)-3-propyl-1H-pyrazol-5(4H)-one), C(C(C)C)(=O)Cl (isobutyryl chloride), C25H26N4O2S. Run in C1CCOC1 (THF). Yields the product O=C1\C(\C(=NN1)CCC)=C\1/NC2=CC=CC=C2C(=C1)SC1=CC=C(C=C1)NC(C(C)C)=O ((Z)—N-(4-(2-(5-oxo-3-propyl-1H-pyrazol-4(5H)-ylidene)-1,2-dihydroquinolin-4-ylthio)phenyl)isobutyramide). As a reaction SMILES: [NH2:1][C:2]1[CH:7]=[CH:6][C:5]([S:8][C:9]2[C:18]3[C:13](=[CH:14][CH:15]=[CH:16][CH:17]=3)[NH:12]/[C:11](=[C:19]3/[C:20]([CH2:25][CH2:26][CH3:27])=[N:21][NH:22][C:23]/3=[O:24])/[CH:10]=2)=[CH:4][CH:3]=1.[C:28](Cl)(=[O:32])[CH:29]([CH3:31])[CH3:30]>C1COCC1>[O:24]=[C:23]1[NH:22][N:21]=[C:20]([CH2:25][CH2:26][CH3:27])/[C:19]/1=[C:11]1/[NH:12][C:13]2[C:18]([C:9]([S:8][C:5]3[CH:4]=[CH:3][C:2]([NH:1][C:28](=[O:32])[CH:29]([CH3:31])[CH3:30])=[CH:7][CH:6]=3)=[CH:10]/1)=[CH:17][CH:16]=[CH:15][CH:14]=2. Procedure: The title compound was synthesized using (Z)-4-(4-(4-aminophenylthio)quinolin-2(1H)-ylidene)-3-propyl-1H-pyrazol-5(4H)-one and isobutyryl chloride in THF according to the procedure described in the synthesis of Example 26. 1H NMR (400 MHz, DMSO-d6) δ ppm 0.69 (t, J=7.33 Hz, 3H) 1.13 (d, J=6.82 Hz, 6H) 1.27-1.37 (m, J=7.42, 7.42, 7.42, 7.42, 7.20 Hz, 2H) 2.20 (t, J=7.20 Hz, 2H) 2.65 (dt, J=13.58, 6.73 Hz, 1H) 6.73 (s, 1H) 7.62 (t, J=7.58 Hz, 1H) 7.68 (d, J=8.34 Hz, 2H) 7.83-7.93 (m, 4H) 8.13 (d, ...